This data is from the Open Reaction Database (ORD), a public repository of structured organic reaction records. The task is: describe an organic reaction: reactants, conditions, products, and yield The reactants are O=[N+]([O-])c1cccc(COCCOCCCCCCBr)c1, CC1(C)OCc2cc(C3CNC(=O)O3)ccc2O1, [H-], [Na+], O=P([O-])([O-])[O-], CN(C)C=O, O. The product is CC1(C)OCc2cc(C3CN(CCCCCCOCCOCc4cccc([N+](=O)[O-])c4)C(=O)O3)ccc2O1. RXN SMILES: [Br:21][CH2:22][CH2:23][CH2:24][CH2:25][CH2:26][CH2:27][O:28][CH2:29][CH2:30][O:31][CH2:32][c:33]1[cH:34][c:35]([N+:39](=[O:40])[O-:41])[cH:36][cH:37][cH:38]1.[CH3:1][C:2]1([CH3:18])[O:3][CH2:4][c:5]2[c:6]([cH:8][cH:9][c:10]([CH:12]3[CH2:13][NH:14][C:15](=[O:17])[O:16]3)[cH:11]2)[O:7]1.[H-:19].[Na+:20].[O-:42][P:43](=[O:44])([O-:45])[O-:46].[O:47]=[CH:48][N:49]([CH3:50])[CH3:51].[OH2:52]>>[CH3:1][C:2]1([CH3:18])[O:3][CH2:4][c:5]2[c:6]([cH:8][cH:9][c:10]([CH:12]3[CH2:13][N:14]([CH2:22][CH2:23][CH2:24][CH2:25][CH2:26][CH2:27][O:28][CH2:29][CH2:30][O:31][CH2:32][c:33]4[cH:34][c:35]([N+:39](=[O:40])[O-:41])[cH:36][cH:37][cH:38]4)[C:15](=[O:17])[O:16]3)[cH:11]2)[O:7]1.